This data is from the Open Reaction Database (ORD), a public repository of structured organic reaction records. The task is: describe an organic reaction: reactants, conditions, products, and yield Starting materials: CC(=O)OC(C)=O, CC(=O)O, CCC(=O)Nc1ccnn1-c1nn2c(c1Cl)CCCC2, O=[N+]([O-])O. Yields the product CCC(=O)Nc1c([N+](=O)[O-])cnn1-c1nn2c(c1Cl)CCCC2. Reaction SMILES: [CH3:21][C:22]([O:23][C:24](=[O:25])[CH3:26])=[O:27].[CH3:32][C:33](=[O:34])[OH:35].[Cl:1][c:2]1[c:3](-[n:11]2[n:12][cH:13][cH:14][c:15]2[NH:16][C:17]([CH2:18][CH3:19])=[O:20])[n:4][n:5]2[c:6]1[CH2:7][CH2:8][CH2:9][CH2:10]2.[OH:28][N+:29]([O-:30])=[O:31]>>[Cl:1][c:2]1[c:3](-[n:11]2[n:12][cH:13][c:14]([N+:29](=[O:28])[O-:30])[c:15]2[NH:16][C:17]([CH2:18][CH3:19])=[O:20])[n:4][n:5]2[c:6]1[CH2:7][CH2:8][CH2:9][CH2:10]2. Starting materials: C1CCOC1, O=C=NCCCl, CNc1nccc(-c2cccnc2Oc2ccc(N)cc2C)n1. Product: CNc1nccc(-c2cccnc2Oc2ccc(NC(=O)NCCCl)cc2C)n1. As a reaction SMILES: [CH2:30]1[O:31][CH2:32][CH2:33][CH2:34]1.[Cl:24][CH2:25][CH2:26][N:27]=[C:28]=[O:29].[NH2:1][c:2]1[cH:3][c:4]([CH3:23])[c:5]([O:6][c:7]2[n:8][cH:9][cH:10][cH:11][c:12]2-[c:13]2[n:14][c:15]([NH:19][CH3:20])[n:16][cH:17][cH:18]2)[cH:21][cH:22]1>>[NH:1]([c:2]1[cH:3][c:4]([CH3:23])[c:5]([O:6][c:7]2[n:8][cH:9][cH:10][cH:11][c:12]2-[c:13]2[n:14][c:15]([NH:19][CH3:20])[n:16][cH:17][cH:18]2)[cH:21][cH:22]1)[C:28]([NH:27][CH2:26][CH2:25][Cl:24])=[O:29]. Starting materials: C(C1=CC=CC=C1)N(C1(COCC1)CNC1=CC(=NC2=CC=C(C=C12)C)N1CCS(C2=C(C1)C=CC=C2)(=O)=O)CC2=CC=CC=C2 (N-{[3-(Dibenzylamino)tetrahydrofuran-3-yl]methyl}-2-(1,1-dioxido-2,3-dihydro-1,4-benzothiazepin-4(5H)-yl)-6-methylquinolin-4-amine), C(CN)N (ethane-1,2-diamine). Yields the product O=S1(CCN(CC2=C1C=CC=C2)C2=NC1=CC=CC=C1C(=C2)NCCN)=O (N-[2-(1,1-Dioxido-2,3-dihydro-1,4-benzothiazepin-4(5H)-yl)quinolin-4-yl]ethane-1,2-diamine). Reaction SMILES: C([N:8](CC1C=CC=CC=1)[C:9]1([CH2:14][NH:15][C:16]2[C:25]3[C:20](=[CH:21][CH:22]=[C:23](C)[CH:24]=3)[N:19]=[C:18]([N:27]3[CH2:33][C:32]4[CH:34]=[CH:35][CH:36]=[CH:37][C:31]=4[S:30](=[O:39])(=[O:38])[CH2:29][CH2:28]3)[CH:17]=2)CCOC1)C1C=CC=CC=1.C(N)CN>>[O:39]=[S:30]1(=[O:38])[C:31]2[CH:37]=[CH:36][CH:35]=[CH:34][C:32]=2[CH2:33][N:27]([C:18]2[CH:17]=[C:16]([NH:15][CH2:14][CH2:9][NH2:8])[C:25]3[C:20](=[CH:21][CH:22]=[CH:23][CH:24]=3)[N:19]=2)[CH2:28][CH2:29]1. Reported procedure: The title compound was prepared in analogy to Example 9-1 in Scheme 5 by using 4-(4-chloroquinolin-2-yl)-2,3,4,5-tetrahydro-1,4-benzothiazepine 1,1-dioxide (prepared in analogy to 4-(4-chloro-6-methylquinolin-2-yl)-2,3,4,5-tetrahydro-1,4-benzothiazepine 1,1-dioxide in Example 2-1 by using 2,4-dichloroquinoline and 2,3,4,5-tetrahydro-1,4-benzothiazepine) and ethane-1,2-diamine. MS obsd. (ESI+) [(M+H)+] 383, 1H NMR (400 MHz, CD3OD) δ ppm 7.87 (m, 1 H), 7.81 (d, J=7.83 Hz, 2 H), 7.55 (m, 1 H), 7.47... Starting materials: CO, COC1CN(Cc2ccccc2)CCC1O, [H][H]. Yields the product COC1CNCCC1O. Reaction SMILES: [CH3:19][OH:20].[CH3:1][O:2][CH:3]1[CH2:4][N:5]([CH2:10][c:11]2[cH:12][cH:13][cH:14][cH:15][cH:16]2)[CH2:6][CH2:7][CH:8]1[OH:9].[H:17][H:18]>>[CH3:1][O:2][CH:3]1[CH2:4][NH:5][CH2:6][CH2:7][CH:8]1[OH:9]. The reactants are NC1=C(C=C(C(=O)OC)C=C1)OCCOCCOC (Methyl 4-amino-3-(2'-(2"-methoxyethoxy)ethoxy)benzoate), C1CO1 (ethylene oxide), C(C)(=O)O (acetic acid). Run in O (H2O). Reaction conditions: time 12 hour. The product is OCCN(C1=C(C=C(C(=O)OC)C=C1)OCCOCCOC)CCO (methyl 4-bis(2'-hydroxyethyl)amino-3-(2'-(2"-methoxyethoxy)ethoxy)benzoate). Yield: 92.0%. RXN SMILES: [NH2:1][C:2]1[CH:11]=[CH:10][C:5]([C:6]([O:8][CH3:9])=[O:7])=[CH:4][C:3]=1[O:12][CH2:13][CH2:14][O:15][CH2:16][CH2:17][O:18][CH3:19].[CH2:20]1[O:22][CH2:21]1.[C:23](O)(=[O:25])[CH3:24]>O>[OH:25][CH2:23][CH2:24][N:1]([CH2:21][CH2:20][OH:22])[C:2]1[CH:11]=[CH:10][C:5]([C:6]([O:8][CH3:9])=[O:7])=[CH:4][C:3]=1[O:12][CH2:13][CH2:14][O:15][CH2:16][CH2:17][O:18][CH3:19]. Procedure details: Methyl 4-amino-3-(2'-(2"-methoxyethoxy)ethoxy)benzoate (5.0 g, 18.6 mmol) and ethylene oxide (8.8 g, 200 mol) were dissolved in 150 mL acetic acid to form a reaction mixture. The mixture was stirred at room temperature for 12 hours. It was diluted with 300 mL H2O, extracted with chloroform/methanol (95/5, 4×200 mL). The organic solution was concentrated to form methyl 4-bis(2'-hydroxyethyl)amino-3-(2'-(2"-methoxyethoxy)ethoxy)benzoate as an off-white oil (6.1 g, 92%). 1H NMR (300 MHz, CDCl3): 7.... Reactants: C[N+]1(Cc2ccccc2)CCC(=O)CC1, CCO, [I-], [K+], [K+], COc1ccc(N)cn1, O=C([O-])[O-], O. Yields the product COc1ccc(N2CCC(=O)CC2)cn1. As a reaction SMILES: [CH2:17]([N+:18]1([CH3:19])[CH2:25][CH2:26][C:27](=[O:30])[CH2:28][CH2:29]1)[c:20]1[cH:21][cH:22][cH:23][cH:24][cH:31]1.[CH3:32][CH2:33][OH:34].[I-:16].[K+:10].[K+:11].[NH2:1][c:2]1[cH:3][cH:4][c:5]([O:8][CH3:9])[n:6][cH:7]1.[O-:12][C:13]([O-:14])=[O:15].[OH2:35]>>[N:1]1([c:2]2[cH:3][cH:4][c:5]([O:8][CH3:9])[n:6][cH:7]2)[CH2:25][CH2:26][C:27](=[O:30])[CH2:28][CH2:29]1.